This data is from the Open Reaction Database (ORD), a public repository of structured organic reaction records. The task is: describe an organic reaction: reactants, conditions, products, and yield Reactants: CCCCC1OC1CO, ClC(Cl)Cl, CCCCCCCCOc1cnc(-c2cccc(O)c2)nc1. Yields the product CCCCCCCCOc1cnc(-c2cccc(OCC3OC3CCCC)c2)nc1. As a reaction SMILES: [CH2:23]([CH2:24][CH2:25][CH3:26])[CH:27]1[CH:28]([CH2:30][OH:31])[O:29]1.[Cl:32][CH:33]([Cl:34])[Cl:35].[OH:1][c:2]1[cH:3][c:4](-[c:8]2[n:9][cH:10][c:11]([O:14][CH2:15][CH2:16][CH2:17][CH2:18][CH2:19][CH2:20][CH2:21][CH3:22])[cH:12][n:13]2)[cH:5][cH:6][cH:7]1>>[O:1]([c:2]1[cH:3][c:4](-[c:8]2[n:9][cH:10][c:11]([O:14][CH2:15][CH2:16][CH2:17][CH2:18][CH2:19][CH2:20][CH2:21][CH3:22])[cH:12][n:13]2)[cH:5][cH:6][cH:7]1)[CH2:30][CH:28]1[CH:27]([CH2:23][CH2:24][CH2:25][CH3:26])[O:29]1. The reactants are CCOC(=O)C=O, CC(=O)O, [BH3-]C#N, CO, CN1CCN(CCCN)CC1, [Na+], [Na+], O=C([O-])O. Product: CCOC(=O)CNCCCN1CCN(C)CC1. As a reaction SMILES: [C:12]([CH:13]=[O:14])(=[O:15])[O:16][CH2:17][CH3:18].[C:19]([OH:20])(=[O:21])[CH3:22].[C:23]([BH3-:24])#[N:25].[CH3:27][OH:28].[NH2:1][CH2:2][CH2:3][CH2:4][N:5]1[CH2:6][CH2:7][N:8]([CH3:11])[CH2:9][CH2:10]1.[Na+:26].[Na+:33].[O-:29][C:30]([OH:31])=[O:32]>>[NH:1]([CH2:2][CH2:3][CH2:4][N:5]1[CH2:6][CH2:7][N:8]([CH3:11])[CH2:9][CH2:10]1)[CH2:13][C:12](=[O:15])[O:16][CH2:17][CH3:18]. Starting materials: BrC=1C=CC2=C(C=C(S2)CCN2[C@@H](CCC2)C)C1 ((2R)-1-[2-(5-bromo-1-benzothien-2-yl)ethyl]-2-methylpyrrolidine), C(#N)C1=CC=C(C=C1)B(O)O (4-cyanophenylboronic acid), C1(=CC=CC=C1)P(C1=CC=CC=C1)C1=CC=CC=C1 (triphenylphosphine), bistriphenylphosphine palladium dichloride, P(=O)([O-])([O-])[O-].[K+].[K+].[K+] (potassium phosphate), O.CN1CCCC1=O.CS(=O)(=O)O (H2O NMP MeSO3H). Solvent: C(C)(C)O (isopropanol), O (water). Reaction conditions: temperature 65 celsius. Yields the product C[C@H]1N(CCC1)CCC=1SC2=C(C1)C=C(C=C2)C2=CC=C(C#N)C=C2 (4-(2-{2-[(2R)-2-methyl-1-pyrrolidinyl]ethyl}-1-benzothien-5-yl)benzonitrile). Yield: 86.6%. RXN SMILES: Br[C:2]1[CH:3]=[CH:4][C:5]2[S:9][C:8]([CH2:10][CH2:11][N:12]3[CH2:16][CH2:15][CH2:14][C@H:13]3[CH3:17])=[CH:7][C:6]=2[CH:18]=1.[C:19]([C:21]1[CH:26]=[CH:25][C:24](B(O)O)=[CH:23][CH:22]=1)#[N:20].C1(P(C2C=CC=CC=2)C2C=CC=CC=2)C=CC=CC=1.P([O-])([O-])([O-])=O.[K+].[K+].[K+].O.CN1C(=O)CCC1.CS(O)(=O)=O>C(O)(C)C.O>[CH3:17][C@@H:13]1[CH2:14][CH2:15][CH2:16][N:12]1[CH2:11][CH2:10][C:8]1[S:9][C:5]2[CH:4]=[CH:3][C:2]([C:24]3[CH:25]=[CH:26][C:21]([C:19]#[N:20])=[CH:22][CH:23]=3)=[CH:18][C:6]=2[CH:7]=1 |f:3.4.5.6,7.8.9|. Procedure details: The product from Example 165E (0.4 g), 4-cyanophenylboronic acid(0.45 g, 2.5 eq), triphenylphosphine (65 mg, 0.2 eq), and bistriphenylphosphine palladium dichloride (87 mg, 0.1 eq) in isopropanol (8 mL) was treated with potassium phosphate (0.52 g, 2 eq) in 8 mL of water. The mixture was heated at 65° C. under nitrogen for 25 hours, allowed to cool to room temperature, and treated with H2O:NMP:MeSO3H (70:20:10, 10 mL). The mixture was extracted with toluene (2×10 mL) and the acidic aqueous phase... Reactants: ClC=1C=CC2=C(C(NC(O2)=O)=O)C1 (6-chloro-2H-1,3-benzoxazine-2,4(3H)-dione), CN(C)C=O (DMF), BrCCCCCCCCCCBr (1,10-dibromodecane), CN(C)C=O (DMF), C(C)(C)N(CC)C(C)C (Diisopropylethylamine). The solvent is O (water), hexanes. Yields the product ClC=1C=CC2=C(C(N(C(O2)=O)CCCCCCCCCCBr)=O)C1 (6-chloro-3-(10-bromodecyl)-2H-1,3-benzoxazine-2,4(3H)-dione). The yield is 49.9%. Reaction SMILES: [Cl:1][C:2]1[CH:3]=[CH:4][C:5]2[O:10][C:9](=[O:11])[NH:8][C:7](=[O:12])[C:6]=2[CH:13]=1.CN(C=O)C.[Br:19][CH2:20][CH2:21][CH2:22][CH2:23][CH2:24][CH2:25][CH2:26][CH2:27][CH2:28][CH2:29]Br.C(N(C(C)C)CC)(C)C>O>[Cl:1][C:2]1[CH:3]=[CH:4][C:5]2[O:10][C:9](=[O:11])[N:8]([CH2:29][CH2:28][CH2:27][CH2:26][CH2:25][CH2:24][CH2:23][CH2:22][CH2:21][CH2:20][Br:19])[C:7](=[O:12])[C:6]=2[CH:13]=1. Reported procedure: A slurry of 9.77 g of 6-chloro-2H-1,3-benzoxazine-2,4(3H)-dione (50 mmol) and 60 ml of DMF was treated with a solution of 1,10-dibromodecane (52.52 g, 0.175 mol) and DMF (60 ml) was added. Diisopropylethylamine (9.6 ml, 55 mmol) was added dropwise. A thermometer and condenser were attached, and the flask was placed in an oil bath. The reaction was heated to 60 C for approximately 3 hrs, cooled to 47 C and hexanes (150 ml) were added. The mixture was diluted with water (175 ml). The resulting sol...